describe an organic reaction: reactants, conditions, products, and yield From a dataset of the Open Reaction Database (ORD), a public repository of structured organic reaction records. The reactants are CC(=O)OC(C)=O, COC(=O)c1cc(I)c(C(F)(F)F)cc1N, Cc1ccccc1, [Na+], O, O=C([O-])O. Product: COC(=O)c1cc(I)c(C(F)(F)F)cc1NC(C)=O. As a reaction SMILES: [CH3:17][C:18](=[O:19])[O:20][C:21](=[O:22])[CH3:23].[CH3:1][O:2][C:3]([c:4]1[c:5]([NH2:15])[cH:6][c:7]([C:11]([F:12])([F:13])[F:14])[c:8]([I:10])[cH:9]1)=[O:16].[CH3:29][c:30]1[cH:31][cH:32][cH:33][cH:34][cH:35]1.[Na+:24].[OH2:36].[OH:25][C:26](=[O:27])[O-:28]>>[CH3:1][O:2][C:3]([c:4]1[c:5]([NH:15][C:18]([CH3:17])=[O:19])[cH:6][c:7]([C:11]([F:12])([F:13])[F:14])[c:8]([I:10])[cH:9]1)=[O:16]. Reactants: CC=1N=C(N(C(C1)=O)CC1=CC=C(C=C1)C=1C(=CC=CC1)C#N)CCC (4′-[(4-methyl-6-oxo-2-propylpyrimidin-1(6H)-yl)methyl]biphenyl-2-carbonitrile), C(C)(=O)[O-].[Na+] (sodium acetate), BrBr (bromine). Solvent: C(C)(=O)OCC (ethyl acetate), C(C)(=O)O (acetic acid). Run at time 2 hour. The product is BrC1=C(N=C(N(C1=O)CC1=CC=C(C=C1)C=1C(=CC=CC1)C#N)CCC)C (4′-[(5-bromo-4-methyl-6-oxo-2-propylpyrimidin-1(6H)-yl)methyl]biphenyl-2-carbonitrile). Isolated yield 64.0%. Reaction SMILES: [CH3:1][C:2]1[N:3]=[C:4]([CH2:24][CH2:25][CH3:26])[N:5]([CH2:9][C:10]2[CH:15]=[CH:14][C:13]([C:16]3[C:17]([C:22]#[N:23])=[CH:18][CH:19]=[CH:20][CH:21]=3)=[CH:12][CH:11]=2)[C:6](=[O:8])[CH:7]=1.C([O-])(=O)C.[Na+].[Br:32]Br>C(O)(=O)C.C(OCC)(=O)C>[Br:32][C:7]1[C:6](=[O:8])[N:5]([CH2:9][C:10]2[CH:15]=[CH:14][C:13]([C:16]3[C:17]([C:22]#[N:23])=[CH:18][CH:19]=[CH:20][CH:21]=3)=[CH:12][CH:11]=2)[C:4]([CH2:24][CH2:25][CH3:26])=[N:3][C:2]=1[CH3:1] |f:1.2|. Procedure details: To a solution of 4′-[(4-methyl-6-oxo-2-propylpyrimidin-1(6H)-yl)methyl]biphenyl-2-carbonitrile (8.44 g) and sodium acetate (2.22 g) in acetic acid (100 mL) was added bromine (1.39 mL), and the mixture was stirred for 2 hr. The reaction mixture was diluted with ethyl acetate, washed with 1 M aqueous sodium thiosulfate solution, saturated aqueous sodium hydrogen carbonate and saturated brine, and dried over anhydrous sodium sulfate. The solvent was evaporated under reduced pressure, and the residu... Starting materials: CCCCCCCCCCCCCCCCCC(=O)OC(COC(=O)C(NC(=O)OCc1ccccc1)C(C)C)CC(C)(C)C(=O)OCCl, CC#N, [I-], [Na+]. Product: CCCCCCCCCCCCCCCCCC(=O)OC(COC(=O)C(NC(=O)OCc1ccccc1)C(C)C)CC(C)(C)C(=O)OCI. RXN SMILES: [C:1](=[O:2])([O:3][CH2:4][c:5]1[cH:6][cH:7][cH:8][cH:9][cH:10]1)[NH:11][CH:12]([CH:13]([CH3:14])[CH3:15])[C:16](=[O:17])[O:18][CH2:19][CH:20]([CH2:21][C:22]([C:23](=[O:24])[O:25][CH2:26][Cl:27])([CH3:28])[CH3:29])[O:30][C:31]([CH2:32][CH2:33][CH2:34][CH2:35][CH2:36][CH2:37][CH2:38][CH2:39][CH2:40][CH2:41][CH2:42][CH2:43][CH2:44][CH2:45][CH2:46][CH2:47][CH3:48])=[O:49].[CH3:52][C:53]#[N:54].[I-:51].[Na+:50]>>[C:1](=[O:2])([O:3][CH2:4][c:5]1[cH:6][cH:7][cH:8][cH:9][cH:10]1)[NH:11][CH:12]([CH:13]([CH3:14])[CH3:15])[C:16](=[O:17])[O:18][CH2:19][CH:20]([CH2:21][C:22]([C:23](=[O:24])[O:25][CH2:26][I:51])([CH3:28])[CH3:29])[O:30][C:31]([CH2:32][CH2:33][CH2:34][CH2:35][CH2:36][CH2:37][CH2:38][CH2:39][CH2:40][CH2:41][CH2:42][CH2:43][CH2:44][CH2:45][CH2:46][CH2:47][CH3:48])=[O:49]. The reactants are C(C)OC(CC1=CC(=C(C=C1)CNC(=O)C=1C(=NC=CC1)OC1=CC=C(C=C1)F)F)=O ([3-Fluoro-4-({[2-(4-fluoro-phenoxy)-pyridine-3-carbonyl]-amino}-methyl)-phenyl]-acetic acid ethyl ester), [OH-].[Li+] (lithium hydroxide), solution. The solvent is O1CCCC1.O (tetrahydrofuran water). Reaction conditions: temperature 55 celsius. Product: FC=1C=C(C=CC1CNC(=O)C=1C(=NC=CC1)OC1=CC=C(C=C1)F)CC(=O)O ([3-Fluoro-4-({[2-(4-fluoro-phenoxy)-pyridine-3-carbonyl]-amino}-methyl)-phenyl]-acetic acid). Isolated yield 51.7%. As a reaction SMILES: C([O:3][C:4](=[O:31])[CH2:5][C:6]1[CH:11]=[CH:10][C:9]([CH2:12][NH:13][C:14]([C:16]2[C:17]([O:22][C:23]3[CH:28]=[CH:27][C:26]([F:29])=[CH:25][CH:24]=3)=[N:18][CH:19]=[CH:20][CH:21]=2)=[O:15])=[C:8]([F:30])[CH:7]=1)C.[OH-].[Li+]>O1CCCC1.O>[F:30][C:8]1[CH:7]=[C:6]([CH2:5][C:4]([OH:31])=[O:3])[CH:11]=[CH:10][C:9]=1[CH2:12][NH:13][C:14]([C:16]1[C:17]([O:22][C:23]2[CH:28]=[CH:27][C:26]([F:29])=[CH:25][CH:24]=2)=[N:18][CH:19]=[CH:20][CH:21]=1)=[O:15] |f:1.2,3.4|. Procedure: [3-Fluoro-4-({[2-(4-fluoro-phenoxy)-pyridine-3-carbonyl]-amino}-methyl)-phenyl]-acetic acid ethyl ester (1.45 g) was combined with lithium hydroxide (0.59 g) in a 30 mL solution of tetrahydrofuran:water (2:1). The reaction mixture was heated to 55° C. in an oil bath for 1 h. The reaction mixture was allowed to cool to ambient temperature, and the organic solvent was removed in vacuo. The remaining portion of the reaction mixture was brought to pH=3 with 3N hydrochloric acid. The mixture was extr... Starting materials: C(C)O (ethanol), C(#N)[BH3-].[Na+] (sodium cyanoborohydride), N12C(CC(CC1)CC2)=O (quinuclidinone), C(C)(C)(C)OC(=O)N1CCNCC1 (1-piperazinecarboxylic acid t-butyl ester). The reagents and catalysts are CC([O-])C.[Ti+4].CC([O-])C.CC([O-])C.CC([O-])C (titanium isopropoxide). Run in O (water). Reaction conditions: time 1 hour. Yields the product N12CC(C(CC1)CC2)N2CCN(CC2)C(=O)OC(C)(C)C (4-(3-quinuclidinyl)piperazine-1-carboxylic acid, 1,1-dimethylethyl ester). The yield is 42.0%. Reaction SMILES: [N:1]12[CH2:8][CH2:7][CH:4]([CH2:5][CH2:6]1)[CH2:3][C:2]2=O.[C:10]([O:14][C:15]([N:17]1[CH2:22][CH2:21][NH:20][CH2:19][CH2:18]1)=[O:16])([CH3:13])([CH3:12])[CH3:11].C(O)C.C([BH3-])#N.[Na+]>CC(C)[O-].[Ti+4].CC(C)[O-].CC(C)[O-].CC(C)[O-].O>[N:1]12[CH2:8][CH2:7][CH:4]([CH2:5][CH2:6]1)[CH:3]([N:20]1[CH2:19][CH2:18][N:17]([C:15]([O:14][C:10]([CH3:13])([CH3:12])[CH3:11])=[O:16])[CH2:22][CH2:21]1)[CH2:2]2 |f:3.4,5.6.7.8.9|. Procedure details: 1 g (8 mM) of quinuclidinone, 1.63 g (8.75 mM) of 1-piperazinecarboxylic acid t-butyl ester (1-Boc-piperazine) and 2.71 ml (9.1 mM) of titanium isopropoxide are mixed and this mixture is kept under agitation for 1 hour. 5 ml of ethanol and then 460 mg (7.3 mM) of sodium cyanoborohydride are then added, and this mixture is agitated for 24 hours at ambient temperature. 25 ml of water are added and agitation is carried out for 15 minutes. The precipitate formed is separated off by filtration and th... The reactants are CC(=O)[O-], CO, ClCC=CCCl, [I-], [K+], NC(c1ccccc1)c1ccccc1, [Na+]. Product: C1=CCN(C(c2ccccc2)c2ccccc2)C1. RXN SMILES: [CH3:22][C:23](=[O:24])[O-:25].[CH3:28][OH:29].[Cl:1][CH2:2][CH:3]=[CH:4][CH2:5][Cl:6].[I-:27].[K+:26].[NH2:7][CH:8]([c:9]1[cH:10][cH:11][cH:12][cH:13][cH:14]1)[c:15]1[cH:16][cH:17][cH:18][cH:19][cH:20]1.[Na+:21]>>[CH2:2]1[CH:3]=[CH:4][CH2:5][N:7]1[CH:8]([c:9]1[cH:10][cH:11][cH:12][cH:13][cH:14]1)[c:15]1[cH:16][cH:17][cH:18][cH:19][cH:20]1. Starting materials: C(C)OCC=1N(C(=C(N1)C(C)(C)O)C(=O)OCC=1OC(OC1C)=O)CC1=CC=C(C=C1)C1=C(C=CC=C1)C1=NN=NN1C(C1=CC=CC=C1)(C1=CC=CC=C1)C1=CC=CC=C1 ((5-methyl-2-oxo-1,3-dioxolen-4-yl)methyl 2-ethoxymethyl-4-(1-hydroxy-1-methylethyl)-1-{4-[2-(trityltetrazol-5-yl)phenyl]phenyl}methylimidazole-5-carboxylate). Run in C(C)(=O)O (acetic acid). Product: C(C)OCC=1N(C(=C(N1)C(C)(C)O)C(=O)OCC=1OC(OC1C)=O)CC1=CC=C(C=C1)C1=C(C=CC=C1)C1=NN=NN1 ((5-Methyl-2-oxo-1,3-dioxolen-4-yl)methyl 2-ethoxymethyl-4-(1-hydroxy-1-methylethyl)-1-{4-[2-(tetrazol-5-yl)phenyl]phenyl}methylimidazole-5-carboxylate). Isolated yield 89.2%. Reaction SMILES: [CH2:1]([O:3][CH2:4][C:5]1[N:6]([CH2:25][C:26]2[CH:31]=[CH:30][C:29]([C:32]3[CH:37]=[CH:36][CH:35]=[CH:34][C:33]=3[C:38]3[N:42](C(C4C=CC=CC=4)(C4C=CC=CC=4)C4C=CC=CC=4)[N:41]=[N:40][N:39]=3)=[CH:28][CH:27]=2)[C:7]([C:14]([O:16][CH2:17][C:18]2[O:19][C:20](=[O:24])[O:21][C:22]=2[CH3:23])=[O:15])=[C:8]([C:10]([OH:13])([CH3:12])[CH3:11])[N:9]=1)[CH3:2]>C(O)(=O)C>[CH2:1]([O:3][CH2:4][C:5]1[N:6]([CH2:25][C:26]2[CH:31]=[CH:30][C:29]([C:32]3[CH:37]=[CH:36][CH:35]=[CH:34][C:33]=3[C:38]3[NH:42][N:41]=[N:40][N:39]=3)=[CH:28][CH:27]=2)[C:7]([C:14]([O:16][CH2:17][C:18]2[O:19][C:20](=[O:24])[O:21][C:22]=2[CH3:23])=[O:15])=[C:8]([C:10]([OH:13])([CH3:11])[CH3:12])[N:9]=1)[CH3:2]. Procedure: Following a procedure similar to that described in Example 82(b), but detritylating 456 mg of (5-methyl-2-oxo-1,3-dioxolen-4-yl)methyl 2-ethoxymethyl-4-(1-hydroxy-1-methylethyl)-1-{4-[2-(trityltetrazol-5-yl)phenyl]phenyl}methylimidazole-5-carboxylate [prepared as described in step (a) above] with a 25% v/v aqueous solution of acetic acid, 286 mg of the title compound were obtained as crystals, melting at 166°-167.5° C.